Dataset: the Open Reaction Database (ORD), a public repository of structured organic reaction records. Task: describe an organic reaction: reactants, conditions, products, and yield Starting materials: O=C([O-])[O-], CCOC(C)=O, [Cl-], Nn1ccc2cc(F)ccc21, O=C(O)c1cnc(-c2cccc(F)c2)nc1, [K+], [K+], O. Yields the product O=C(Nn1ccc2cc(F)ccc21)c1cnc(-c2cccc(F)c2)nc1. RXN SMILES: [C:29](=[O:30])([O-:31])[O-:32].[CH3:35][CH2:36][O:37][C:38]([CH3:39])=[O:40].[Cl-:1].[F:18][c:19]1[cH:20][c:21]2[cH:22][cH:23][n:24]([NH2:28])[c:25]2[cH:26][cH:27]1.[F:2][c:3]1[cH:4][c:5](-[c:9]2[n:10][cH:11][c:12]([C:15](=[O:16])[OH:17])[cH:13][n:14]2)[cH:6][cH:7][cH:8]1.[K+:33].[K+:34].[OH2:41]>>[F:2][c:3]1[cH:4][c:5](-[c:9]2[n:10][cH:11][c:12]([C:15](=[O:17])[NH:28][n:24]3[cH:23][cH:22][c:21]4[cH:20][c:19]([F:18])[cH:27][cH:26][c:25]43)[cH:13][n:14]2)[cH:6][cH:7][cH:8]1. The reactants are COC=1C=C(C=CC1OC)C=1C(C(N(N1)C1CCN(CC1)C(=O)C1=C(C=CC(=C1)O)C)=O)(C)C (5-(3,4-dimethoxyphenyl)-2-{1-[(5-hydroxy-2-methylphenyl)carbonyl]piperidin-4-yl}-4,4-dimethyl-2,4-dihydro-3H-pyrazol-3-one), BrCC1CC1 ((bromomethyl)cyclopropane), COC=1C=C(C=CC1OC)C=1C(C(N(N1)C1CCN(CC1)S(=O)(=O)C1=C(C=CC(=C1)OC)OC)=O)(C)C (5-(3,4-Dimethoxyphenyl)-2-{1-[(2,5-dimethoxyphenyl)sulfonyl]piperidin-4-yl}-4,4-dimethyl-2,4-dihydro-3H-pyrazol-3-one), [OH-].[Na+] (sodium hydroxide). Solvent: C(C)O (ethanol). Run at temperature 80 celsius, time 16 hour. Product: C1(CC1)COC=1C=CC(=C(C1)C(=O)N1CCC(CC1)N1N=C(C(C1=O)(C)C)C1=CC(=C(C=C1)OC)OC)C (2-(1-{[5-(Cyclopropylmethoxy)-2-methylphenyl]carbonyl}piperidin-4-yl)-5-(3,4-dimethoxyphenyl)-4,4-dimethyl-2,4-dihydro-3H-pyrazol-3-one). RXN SMILES: [CH3:1][O:2][C:3]1[CH:4]=[C:5]([C:11]2[C:12]([CH3:34])([CH3:33])[C:13](=[O:32])[N:14]([CH:16]3[CH2:21][CH2:20][N:19]([C:22]([C:24]4[CH:29]=[C:28]([OH:30])[CH:27]=[CH:26][C:25]=4[CH3:31])=[O:23])[CH2:18][CH2:17]3)[N:15]=2)[CH:6]=[CH:7][C:8]=1[O:9][CH3:10].Br[CH2:36][CH:37]1[CH2:39][CH2:38]1.COC1C=C(C2C(C)(C)C(=O)N(C3CCN(S(C4C=C(OC)C=CC=4OC)(=O)=O)CC3)N=2)C=CC=1OC.[OH-].[Na+]>C(O)C>[CH:37]1([CH2:36][O:30][C:28]2[CH:27]=[CH:26][C:25]([CH3:31])=[C:24]([C:22]([N:19]3[CH2:20][CH2:21][CH:16]([N:14]4[C:13](=[O:32])[C:12]([CH3:34])([CH3:33])[C:11]([C:5]5[CH:6]=[CH:7][C:8]([O:9][CH3:10])=[C:3]([O:2][CH3:1])[CH:4]=5)=[N:15]4)[CH2:17][CH2:18]3)=[O:23])[CH:29]=2)[CH2:39][CH2:38]1 |f:3.4|. Procedure details: A solution of 0.35 g of 5-(3,4-dimethoxyphenyl)-2-{1-[(5-hydroxy-2-methylphenyl)carbonyl]piperidin-4-yl}-4,4-dimethyl-2,4-dihydro-3H-pyrazol-3-one (compound described in example 85) and 0.11 ml (bromomethyl)cyclopropane in 8 ml ethanol is treated with 0.11 ml 10 n aqueous sodium hydroxide solution and stirred under a blanket of nitrogen for about 16 h at 80° C. until the reaction is completed largely according to TLC analysis. The solvent is evaporated under reduced pressure, and the resulting c... The reactants are CC1(C)OB(c2ccc(N)cc2)OC1(C)C, CCN(CC)CCNc1ncc2c(Cl)nn(C)c2n1. The product is CCN(CC)CCNc1ncc2c(-c3ccc(N)cc3)nn(C)c2n1. RXN SMILES: [CH3:20][C:21]1([CH3:22])[C:23]([CH3:24])([CH3:25])[O:26][B:27]([c:28]2[cH:29][cH:30][c:31]([NH2:32])[cH:33][cH:34]2)[O:35]1.[Cl:1][c:2]1[n:3][n:4]([CH3:19])[c:5]2[n:6][c:7]([NH:11][CH2:12][CH2:13][N:14]([CH2:15][CH3:16])[CH2:17][CH3:18])[n:8][cH:9][c:10]12>>[c:2]1(-[c:28]2[cH:29][cH:30][c:31]([NH2:32])[cH:33][cH:34]2)[n:3][n:4]([CH3:19])[c:5]2[n:6][c:7]([NH:11][CH2:12][CH2:13][N:14]([CH2:15][CH3:16])[CH2:17][CH3:18])[n:8][cH:9][c:10]12. Starting materials: C(C1=CC=CC=C1)OC=1C=C2CCCC(C2=CC1)C(=O)O (6-benzyloxy-1,2,3,4-tetrahydronaphthalene-1-carboxylic acid), C(C)N1N=CC(=C1)CNC1=CC=C(C=C1)C(C)C ([(1-ethylpyrazol-4-yl)methyl](4-isopropylphenyl)amine). Product: C(C1=CC=CC=C1)OC=1C=C2CCCC(C2=CC1)C(=O)N(C1=CC=C(C=C1)C(C)C)CC=1C=NN(C1)CC (6-benzyloxy-N-[(1-ethylpyrazol-4-yl)methyl]-N-(4-isopropylphenyl)-1,2,3,4-tetrahydronaphthalene-1-carboxamide). Isolated yield 64.6%. As a reaction SMILES: [CH2:1]([O:8][C:9]1[CH:10]=[C:11]2[C:16](=[CH:17][CH:18]=1)[CH:15]([C:19](O)=[O:20])[CH2:14][CH2:13][CH2:12]2)[C:2]1[CH:7]=[CH:6][CH:5]=[CH:4][CH:3]=1.[CH2:22]([N:24]1[CH:28]=[C:27]([CH2:29][NH:30][C:31]2[CH:36]=[CH:35][C:34]([CH:37]([CH3:39])[CH3:38])=[CH:33][CH:32]=2)[CH:26]=[N:25]1)[CH3:23]>>[CH2:1]([O:8][C:9]1[CH:10]=[C:11]2[C:16](=[CH:17][CH:18]=1)[CH:15]([C:19]([N:30]([CH2:29][C:27]1[CH:26]=[N:25][N:24]([CH2:22][CH3:23])[CH:28]=1)[C:31]1[CH:36]=[CH:35][C:34]([CH:37]([CH3:38])[CH3:39])=[CH:33][CH:32]=1)=[O:20])[CH2:14][CH2:13][CH2:12]2)[C:2]1[CH:3]=[CH:4][CH:5]=[CH:6][CH:7]=1. Procedure details: By the reaction and treatment in the same manner as in Example 4 using 6-benzyloxy-1,2,3,4-tetrahydronaphthalene-1-carboxylic acid (0.56 g) and [(1-ethylpyrazol-4-yl)methyl](4-isopropylphenyl)amine (0.49 g) as starting materials, 6-benzyloxy-N-[(1-ethylpyrazol-4-yl)methyl]-N-(4-isopropylphenyl)-1,2,3,4-tetrahydronaphthalene-1-carboxamide (0.65 g) was obtained. melting point: 122-124° C. The reactants are Cc1ccc(Oc2ccc(Nc3ncnc4cc(-c5cccc(CNC(=O)OC(C)(C)C)c5)[nH]c34)cc2C)cn1, Cl, [Na+], C1CCOC1, [OH-]. Product: Cc1ccc(Oc2ccc(Nc3ncnc4cc(-c5cccc(CN)c5)[nH]c34)cc2C)cn1. Reaction SMILES: [CH3:1][c:2]1[cH:3][c:4]([NH:16][c:17]2[c:18]3[c:19]([n:20][cH:21][n:22]2)[cH:23][c:24](-[c:26]2[cH:27][c:28]([CH2:29][NH:30][C:31](=[O:32])[O:33][C:34]([CH3:35])([CH3:36])[CH3:37])[cH:38][cH:39][cH:40]2)[nH:25]3)[cH:5][cH:6][c:7]1[O:8][c:9]1[cH:10][n:11][c:12]([CH3:15])[cH:13][cH:14]1.[ClH:41].[Na+:43].[O:44]1[CH2:45][CH2:46][CH2:47][CH2:48]1.[OH-:42]>>[CH3:1][c:2]1[cH:3][c:4]([NH:16][c:17]2[c:18]3[c:19]([n:20][cH:21][n:22]2)[cH:23][c:24](-[c:26]2[cH:27][c:28]([CH2:29][NH2:30])[cH:38][cH:39][cH:40]2)[nH:25]3)[cH:5][cH:6][c:7]1[O:8][c:9]1[cH:10][n:11][c:12]([CH3:15])[cH:13][cH:14]1. Starting materials: OC12CC3C(C(CC(C1)C3)C2)=O (5-hydroxyadamantan-2-one), FC(S(=O)(=O)O)(F)F (trifluoromethanesulfonic acid), C(=O)(O)[O-].[Na+] (NaHCO3). Run in C1=CC=CC=C1 (benzene). Run at temperature 0 celsius, time 5 minute. Yields the product C1(=CC=CC=C1)C12CC3C(C(CC(C1)C3)C2)=O (5-Phenyladamantan-2-one). The yield is 154.1%. RXN SMILES: O[C:2]12[CH2:11][CH:6]3[CH2:7][CH:8]([CH2:10][CH:4]([C:5]3=[O:12])[CH2:3]1)[CH2:9]2.FC(F)(F)S(O)(=O)=O.C([O-])(O)=O.[Na+]>C1C=CC=CC=1>[C:2]1([C:2]23[CH2:11][CH:6]4[CH2:7][CH:8]([CH2:10][CH:4]([C:5]4=[O:12])[CH2:3]2)[CH2:9]3)[CH:11]=[CH:6][CH:5]=[CH:4][CH:3]=1 |f:2.3|. Reported procedure: To a stirred solution of compound 5-hydroxyadamantan-2-one (10.0 g, 60.2 mmol) in benzene (180 mL) was added trifluoromethanesulfonic acid (5.3 mL, 60.2 mmol) over a period of 30 minutes at r.t. After stirring the reaction mixture for 5 minutes at r.t, it was refluxed for 4 h. The reaction mixture was cooled to 0° C. and sat. aq. NaHCO3 (76 mL) was added over a period of 30 minutes. Two layers were separated, the aqueous layer was extracted with ether and the combined layer was washed with water... The reactants are C12C(=CCC(CC1)C2)C2=CC=C(C(=O)O)C=C2 (4-Bicyclo[3.2.1]oct-2-en-2-yl-benzoic acid), C=1C=CN2C1CNC1=C(C2)C=CC=C1 (10,11-dihydro-5H-pyrrolo[2,1-c][1,4]benzodiazepine). The product is C=1C=CN2C1CN(C1=C(C2)C=CC=C1)C(=O)C1=CC=C(C=C1)C=1C2CCC(CC1)C2 ((10,11-Dihyro-5H-pyrrolo[2,1-c][1,4]benzodiazepin-10-yl)-(4-bicyclo[3.2.1]oct-2-en-2-yl-phenyl)-methanone). The yield is 86.1%. Reaction SMILES: [CH:1]12[CH2:8][CH:5]([CH2:6][CH2:7]1)[CH2:4][CH:3]=[C:2]2[C:9]1[CH:17]=[CH:16][C:12]([C:13](O)=[O:14])=[CH:11][CH:10]=1.[CH:18]1[CH:19]=[CH:20][N:21]2[CH2:27][C:26]3[CH:28]=[CH:29][CH:30]=[CH:31][C:25]=3[NH:24][CH2:23][C:22]=12>>[CH:18]1[CH:19]=[CH:20][N:21]2[CH2:27][C:26]3[CH:28]=[CH:29][CH:30]=[CH:31][C:25]=3[N:24]([C:13]([C:12]3[CH:16]=[CH:17][C:9]([C:2]4[CH:1]5[CH2:8][CH:5]([CH2:4][CH:3]=4)[CH2:6][CH2:7]5)=[CH:10][CH:11]=3)=[O:14])[CH2:23][C:22]=12. Procedure: 4-Bicyclo[3.2.1]oct-2-en-2-yl-benzoic acid of Step B (0.270 g, 1.18 mmol) and 10,11-dihydro-5H-pyrrolo[2,1-c][1,4]benzodiazepine (0.240 g, 1.30 mmol) were reacted in the manner of Example 15, Step D. Purification by flash column chromatography on silica gel, eluting with 20% ethyl acetate in hexane, followed by recrystallization from petroleum ether afforded the title compound (0.401 g) as white crystals, m.p. 157° C.